describe an organic reaction: reactants, conditions, products, and yield From a dataset of the Open Reaction Database (ORD), a public repository of structured organic reaction records. Starting materials: Cl (hydrochloric acid), C([O-])([O-])=O.[Cs+].[Cs+] (Caesium carbonate), C(CC1=CC=CC=C1)Br (phenethyl bromide), C([O-])([O-])=O.[Cs+].[Cs+] (caesium carbonate), IC1=CC(=C(C(=O)OC)C=C1)O (methyl 4-iodo-2-hydroxybenzoate), C(CC1=CC=CC=C1)Br (phenethyl bromide). Solvent: CN(C)C=O (DMF). Reaction conditions: time 10 hour. Yields the product IC1=CC(=C(C(=O)OC)C=C1)OCCC1=CC=CC=C1 (Methyl 4-iodo-2-phenethyloxybenzoate). As a reaction SMILES: C(=O)([O-])[O-].[Cs+].[Cs+].[I:7][C:8]1[CH:17]=[CH:16][C:11]([C:12]([O:14][CH3:15])=[O:13])=[C:10]([OH:18])[CH:9]=1.[CH2:19](Br)[CH2:20][C:21]1[CH:26]=[CH:25][CH:24]=[CH:23][CH:22]=1.Cl>CN(C=O)C>[I:7][C:8]1[CH:17]=[CH:16][C:11]([C:12]([O:14][CH3:15])=[O:13])=[C:10]([O:18][CH2:19][CH2:20][C:21]2[CH:26]=[CH:25][CH:24]=[CH:23][CH:22]=2)[CH:9]=1 |f:0.1.2|. Procedure details: A suspension of caesium carbonate (35.2 g, 108 mmol), methyl 4-iodo-2-hydroxybenzoate (25 g, 90 mmol), phenethyl bromide (16 ml, 117 mmol) in DMF (500 ml) is stirred for 10 hours at room temperature. Caesium carbonate (20 g, 61.4 mmol) and phenethyl bromide (8.5 ml, 61.4 mmol) are added to the suspension. The organic phase is acidified at room temperature with a 2N hydrochloric acid solution to pH 5. The desired product is extracted by addition of ethyl ether. The organic phase is washed with wa... Starting materials: CCO, [H][H], Oc1ccc(O)c2c1C1C=CC2CCC1. Product: Oc1ccc(O)c2c1C1CCCC2CC1. As a reaction SMILES: [CH3:18][CH2:19][OH:20].[H:16][H:17].[c:1]1([OH:15])[cH:2][cH:3][c:4]([OH:14])[c:5]2[c:10]1[CH:9]1[CH:8]=[CH:7][CH:6]2[CH2:13][CH2:12][CH2:11]1>>[c:1]1([OH:15])[cH:2][cH:3][c:4]([OH:14])[c:5]2[c:10]1[CH:9]1[CH2:8][CH2:7][CH:6]2[CH2:13][CH2:12][CH2:11]1.